This data is from the Open Reaction Database (ORD), a public repository of structured organic reaction records. The task is: describe an organic reaction: reactants, conditions, products, and yield The reactants are COc1ccc(OCC2C(C)(O)CCC3C(C)(C)CCCC32C)c(OC)c1, Cl[Sn](Cl)(Cl)Cl, ClCCl. Product: COc1cc(OC)c2c(c1)C1(C)CCC3C(C)(C)CCCC3(C)C1CO2. As a reaction SMILES: [CH3:1][O:2][c:3]1[c:4]([O:5][CH2:6][CH:7]2[C:8]([OH:20])([CH3:21])[CH2:9][CH2:10][CH:11]3[C:12]([CH3:18])([CH3:19])[CH2:13][CH2:14][CH2:15][C:16]23[CH3:17])[cH:22][cH:23][c:24]([O:26][CH3:27])[cH:25]1.[Cl:28][Sn:29]([Cl:30])([Cl:31])[Cl:32].[Cl:33][CH2:34][Cl:35]>>[CH3:1][O:2][c:3]1[c:4]2[c:22]([cH:23][c:24]([O:26][CH3:27])[cH:25]1)[C:8]1([CH3:21])[CH:7]([CH2:6][O:5]2)[C:16]2([CH3:17])[CH:11]([CH2:10][CH2:9]1)[C:12]([CH3:18])([CH3:19])[CH2:13][CH2:14][CH2:15]2. Starting materials: C=CCC(O)CC(O[Si](C)(C)C(C)(C)C)c1cccc(Br)c1, CCCC[N+](CCCC)(CCCC)CCCC, ClCCl, [F-], C1CCOC1. The product is C=CCC(O)CC(O)c1cccc(Br)c1. RXN SMILES: [Br:1][c:2]1[cH:3][c:4]([CH:8]([CH2:9][CH:10]([CH2:11][CH:12]=[CH2:13])[OH:14])[O:15][Si:16]([C:17]([CH3:18])([CH3:19])[CH3:20])([CH3:21])[CH3:22])[cH:5][cH:6][cH:7]1.[CH3:24][CH2:25][CH2:26][CH2:27][N+:28]([CH2:29][CH2:30][CH2:31][CH3:32])([CH2:33][CH2:34][CH2:35][CH3:36])[CH2:37][CH2:38][CH2:39][CH3:40].[Cl:46][CH2:47][Cl:48].[F-:23].[O:41]1[CH2:42][CH2:43][CH2:44][CH2:45]1>>[Br:1][c:2]1[cH:3][c:4]([CH:8]([CH2:9][CH:10]([CH2:11][CH:12]=[CH2:13])[OH:14])[OH:15])[cH:5][cH:6][cH:7]1. The reactants are O=C([O-])[O-], CO, [K+], [K+], CC(C)(C)OC(=O)NN(Cc1ccc(-n2cnnc2)cc1)CC(O)C(Cc1ccccc1)NC(=O)C(F)(F)F. Product: CC(C)(C)OC(=O)NN(Cc1ccc(-n2cnnc2)cc1)CC(O)C(N)Cc1ccccc1. As a reaction SMILES: [C:40](=[O:41])([O-:42])[O-:43].[CH3:46][OH:47].[K+:44].[K+:45].[n:1]1[n:2][cH:3][n:4](-[c:6]2[cH:7][cH:8][c:9]([CH2:12][N:13]([CH2:14][CH:15]([CH:16]([CH2:17][c:18]3[cH:19][cH:20][cH:21][cH:22][cH:23]3)[NH:24][C:25](=[O:26])[C:27]([F:28])([F:29])[F:30])[OH:31])[NH:32][C:33](=[O:34])[O:35][C:36]([CH3:37])([CH3:38])[CH3:39])[cH:10][cH:11]2)[cH:5]1>>[n:1]1[n:2][cH:3][n:4](-[c:6]2[cH:7][cH:8][c:9]([CH2:12][N:13]([CH2:14][CH:15]([CH:16]([CH2:17][c:18]3[cH:19][cH:20][cH:21][cH:22][cH:23]3)[NH2:24])[OH:31])[NH:32][C:33](=[O:34])[O:35][C:36]([CH3:37])([CH3:38])[CH3:39])[cH:10][cH:11]2)[cH:5]1. Procedure: A solution of 3-ethyl-4-((6-((2-(trimethylsilyl)ethoxy)methyl)-6H-pyrrolo[2,3-e][1,2,4]triazolo[4,3-a]pyrazin-1-yl)cyclopentanone (0.296 g, 0.741 mmol) in THF (2.96 mL) was cooled to about 0° C. and to it was added DIBAL-H (1M in cyclohexane, 1.482 mL, 1.482 mmol). The reaction was stirred for about 45 min. The reaction was quenched with MeOH (3 mL). To the reaction mixture was added saturated aqueous NH4Cl (10 mL) and EtOAc (10 mL). The organic layer was collected and washed with brine (10 mL),... RXN SMILES: [CH2:1]([C@H:3]1[C@@H:7]([C:8]2[N:12]3[C:13]4[CH:19]=[CH:18][N:17]([CH2:20][O:21][CH2:22][CH2:23][Si:24]([CH3:27])([CH3:26])[CH3:25])[C:14]=4[N:15]=[CH:16][C:11]3=[N:10][N:9]=2)[CH2:6][C@@H:5]([OH:28])[CH2:4]1)[CH3:2].C([C@H]1[C@@H](C2N3C4C=CN(COCC[Si](C)(C)C)C=4N=CC3=NN=2)C[C@H](O)C1)C>>[CH2:1]([CH:3]1[CH:7]([C:8]2[N:12]3[C:13]4[CH:19]=[CH:18][N:17]([CH2:20][O:21][CH2:22][CH2:23][Si:24]([CH3:25])([CH3:27])[CH3:26])[C:14]=4[N:15]=[CH:16][C:11]3=[N:10][N:9]=2)[CH2:6][C:5](=[O:28])[CH2:4]1)[CH3:2]. Yields the product C(C)C1CC(CC1C1=NN=C2N1C1=C(N=C2)N(C=C1)COCC[Si](C)(C)C)=O (3-ethyl-4-(6-((2-(trimethylsilyl)ethoxy)methyl)-6H-pyrrolo[2,3-e][1,2,4]triazolo[4,3-a]pyrazin-1-yl)cyclopentanone). The reactants are C(C)[C@@H]1C[C@@H](C[C@@H]1C1=NN=C2N1C1=C(N=C2)N(C=C1)COCC[Si](C)(C)C)O ((1S,3R,4S)-3-ethyl-4-(6-((2-(trimethylsilyl)ethoxy)methyl)-6H-pyrrolo[2,3-e][1,2,4]triazolo[4,3-a]pyrazin-1-yl)cyclopentanol), C(C)[C@@H]1C[C@H](C[C@@H]1C1=NN=C2N1C1=C(N=C2)N(C=C1)COCC[Si](C)(C)C)O ((1R,3R,4S)-3-ethyl-4-(6-((2-(trimethylsilyl)ethoxy)methyl)-6H-pyrrolo[2,3-e][1,2,4]triazolo[4,3-a]pyrazin-1-yl)cyclopentanol). Starting materials: COC(=O)C(C)(C)CO, [H-], CCI, [Na+], CN(C)C=O. Product: CCOCC(C)(C)C(=O)OC. Reaction SMILES: [CH3:3][O:4][C:5]([C:6]([CH2:7][OH:8])([CH3:9])[CH3:10])=[O:11].[H-:1].[I:12][CH2:13][CH3:14].[Na+:2].[O:15]=[CH:16][N:17]([CH3:18])[CH3:19]>>[CH3:3][O:4][C:5]([C:6]([CH2:7][O:8][CH2:13][CH3:14])([CH3:9])[CH3:10])=[O:11]. Reactants: CCOC(=O)C(O)c1ccc(SC)c(Cl)c1, ClCCl, CC(=O)OC(C)=O, CN(C)c1ccncc1, c1ccncc1. The product is CCOC(=O)C(OC(C)=O)c1ccc(SC)c(Cl)c1. Reaction SMILES: [CH2:1]([CH3:2])[O:3][C:4]([CH:5]([OH:6])[c:7]1[cH:8][c:9]([Cl:15])[c:10]([S:13][CH3:14])[cH:11][cH:12]1)=[O:16].[CH2:39]([Cl:40])[Cl:41].[CH3:17][C:18](=[O:19])[O:20][C:21](=[O:22])[CH3:23].[CH3:30][N:31]([CH3:32])[c:33]1[cH:34][cH:35][n:36][cH:37][cH:38]1.[cH:24]1[cH:25][cH:26][n:27][cH:28][cH:29]1>>[CH2:1]([CH3:2])[O:3][C:4]([CH:5]([O:6][C:18]([CH3:17])=[O:19])[c:7]1[cH:8][c:9]([Cl:15])[c:10]([S:13][CH3:14])[cH:11][cH:12]1)=[O:16].